From a dataset of the Open Reaction Database (ORD), a public repository of structured organic reaction records. describe an organic reaction: reactants, conditions, products, and yield The reactants are Cl (hydrogen chloride), CO (methanol), C(C)(=O)C1=[N+](C2=CC=CC=C2[N+](=C1COC(C)=O)[O-])[O-] (2-acetyl-3-acetoxymethylquinoxaline 1,4-dioxide). Product: COC1(OCC=2C1=[N+](C1=CC=CC=C1[N+]2[O-])[O-])C (1-methoxy-1-methyl-1,3-dihydrofuro[3,4-b]quinoxaline 4,9-dioxide). Yield: 63.0%. As a reaction SMILES: C([C:4]1[C:13]([CH2:14][O:15][C:16](=[O:18])[CH3:17])=[N+:12]([O-:19])[C:11]2[C:6](=[CH:7][CH:8]=[CH:9][CH:10]=2)[N+:5]=1[O-:20])(=O)C.Cl.[CH3:22]O>>[CH3:22][O:18][C:16]1([CH3:17])[C:4]2=[N+:5]([O-:20])[C:6]3[C:11]([N+:12]([O-:19])=[C:13]2[CH2:14][O:15]1)=[CH:10][CH:9]=[CH:8][CH:7]=3. Procedure details: A suspension of 30.0 g. (0.11 mol.) of 2-acetyl-3-acetoxymethylquinoxaline 1,4-dioxide in 300 ml. of methanol, saturated with dry hydrogen chloride, was stirred at ambient temperature for 2 days. The tan solid was collected by filtration, and then it was recrystallized from methanol, to give 17.0 g. (63% yield) of 1-methoxy-1-methyl-1,3-dihydrofuro[3,4-b]quinoxaline 4,9-dioxide, m.p. 201°-202° C.